Dataset: the Open Reaction Database (ORD), a public repository of structured organic reaction records. Task: describe an organic reaction: reactants, conditions, products, and yield Reactants: CCOC(=O)CCc1cn(C)c2ccc(OCc3ccccc3)cc12, CC(C)C[AlH]CC(C)C, CCCCCC, CO, ClCCl. The product is Cn1cc(CCC=O)c2cc(OCc3ccccc3)ccc21. RXN SMILES: [CH2:1]([c:2]1[cH:3][cH:4][cH:5][cH:6][cH:7]1)[O:8][c:9]1[cH:10][c:11]2[c:12]([CH2:19][CH2:20][C:21](=[O:22])[O:23][CH2:24][CH3:25])[cH:13][n:14]([CH3:18])[c:15]2[cH:16][cH:17]1.[CH3:26][CH:27]([CH2:28][AlH:29][CH2:30][CH:31]([CH3:32])[CH3:33])[CH3:34].[CH3:35][CH2:36][CH2:37][CH2:38][CH2:39][CH3:40].[CH3:41][OH:42].[Cl:43][CH2:44][Cl:45]>>[CH2:1]([c:2]1[cH:3][cH:4][cH:5][cH:6][cH:7]1)[O:8][c:9]1[cH:10][c:11]2[c:12]([CH2:19][CH2:20][CH:21]=[O:22])[cH:13][n:14]([CH3:18])[c:15]2[cH:16][cH:17]1. The product is FC=1C=C(C=CC1OC)C(CC1=CC=C(C=C1)SC)=O (1-(3-fluoro-4-methoxyphenyl)-2-[4-(methylthio)phenyl]-ethan-1-one). The reactants are FC=1C=C(C=CC1OC)C1=NOC(=C1C1=CC=C(C=C1)SC)C (3-(3-Fluoro-4-methoxyphenyl)-5-methyl-4-[4-(methylthio)phenyl]isoxazole), O1CCCC1 (tetrahydrofuran), C(=O)=O (carbon dioxide), C1CCOC1 (THF), C(CCC)[Li] (n-butyllithium). Reaction SMILES: [F:1][C:2]1[CH:3]=[C:4]([C:10]2[C:14]([C:15]3[CH:20]=[CH:19][C:18]([S:21][CH3:22])=[CH:17][CH:16]=3)=C(C)ON=2)[CH:5]=[CH:6][C:7]=1[O:8][CH3:9].C1C[O:27]CC1.C([Li])CCC.C(=O)=O>O.CCOCC>[F:1][C:2]1[CH:3]=[C:4]([C:10](=[O:27])[CH2:14][C:15]2[CH:20]=[CH:19][C:18]([S:21][CH3:22])=[CH:17][CH:16]=2)[CH:5]=[CH:6][C:7]=1[O:8][CH3:9]. The solvent is O (water), CCOCC (ether). Conditions: temperature -78 celsius, time 1 hour. Procedure: 3-(3-Fluoro-4-methoxyphenyl)-5-methyl-4-[4-(methylthio)phenyl]isoxazole (326 mg, 0.99 mmol) was charged to an oven-dried 100 mL 3-neck round-bottom flask equipped with a thermometer, nitrogen inlet, rubber septum and a magnetic stirring bar. Anhydrous THF (35 mL) was added, and the solution was cooled to -78° C. under a dry nitrogen blanket. To this solution, n-butyllithium (1.6 N in hexane; 0.74 mL) was added, via syringe over approximately 3 minutes, keeping the reaction temperature <-75° C. T... The reactants are O1COC2=C1C=CC(=C2)C=2C1=C(C=C3C=CC4=C(OCO4)C23)C(OC1=O)=O (10-Benzo[1,3]dioxol-5-yl-furo[3′,4′:6,7]naphtho[1,2-d][1,3]dioxole-7,9-dione), CO (MeOH), C[Si](C)(C)C=[N+]=[N-] (Trimethylsilyldiazomethane). The solvent is C1CCOC1 (THF). Conditions: time 12 hour. Yields the product COC(=O)C=1C=C2C=CC3=C(OCO3)C2=C(C1C(=O)OC)C1=CC2=C(OCO2)C=C1 (9-Benzo[1,3]dioxol-5-yl-naphtho[1,2-d][1,3]dioxole-7,8-dicarboxylic acid dimethyl ester). Isolated yield 55.0%. Reaction SMILES: [O:1]1[C:5]2[CH:6]=[CH:7][C:8]([C:10]3[C:11]4[C:25](=[O:26])[O:24][C:23](=[O:27])[C:12]=4[CH:13]=[C:14]4[C:22]=3[C:18]3[O:19][CH2:20][O:21][C:17]=3[CH:16]=[CH:15]4)=[CH:9][C:4]=2[O:3][CH2:2]1.[CH3:28][OH:29].[CH3:30][Si](C=[N+]=[N-])(C)C>C1COCC1>[CH3:28][O:29][C:23]([C:12]1[CH:13]=[C:14]2[C:22](=[C:10]([C:8]3[CH:7]=[CH:6][C:5]4[O:1][CH2:2][O:3][C:4]=4[CH:9]=3)[C:11]=1[C:25]([O:24][CH3:30])=[O:26])[C:18]1[O:19][CH2:20][O:21][C:17]=1[CH:16]=[CH:15]2)=[O:27]. Procedure details: Compound 1 (108.6 mg, 0.3 mmol) was dissolved to a mixture of MeOH (4 mL) and THF (8 mL). Trimethylsilyldiazomethane (2 M in hexanes, 1.0 mL, 2.0 mmol) was added to the solution. The mixture was stirred for 12 h at room temperature, and then concentrated in vacuo. The residue was purified by chromatography on silica gel using n-hexane/EtOAc (2:1, v/v) to afford 30 (67 mg, 55%) as a pale yellow powder. mp 157-159° C.; 1H NMR (CDCl3) δ 8.53 (s, 1H, H4), 7.58 (d, 1H, H5, J=8.7 Hz), 7.27 (d, 1H, H6,... Starting materials: O=C(Cl)c1ccccc1, ClCCl, Nc1c(C(F)(F)F)n[nH]c1-c1ccccc1, c1ccncc1. Product: O=C(Nc1c(C(F)(F)F)n[nH]c1-c1ccccc1)c1ccccc1. RXN SMILES: [C:23]([c:24]1[cH:25][cH:26][cH:27][cH:28][cH:29]1)(=[O:30])[Cl:31].[Cl:32][CH2:33][Cl:34].[NH2:1][c:2]1[c:3]([C:13]([F:14])([F:15])[F:16])[n:4][nH:5][c:6]1-[c:7]1[cH:8][cH:9][cH:10][cH:11][cH:12]1.[cH:17]1[cH:18][cH:19][n:20][cH:21][cH:22]1>>[NH:1]([c:2]1[c:3]([C:13]([F:14])([F:15])[F:16])[n:4][nH:5][c:6]1-[c:7]1[cH:8][cH:9][cH:10][cH:11][cH:12]1)[C:23]([c:24]1[cH:25][cH:26][cH:27][cH:28][cH:29]1)=[O:30]. Reported procedure: To a solution of tert-butyl 4-(4-carbamoyl-2-(2,6-difluorophenyl)oxazol-5-yl)benzylcarbamate (0.110 g, 0.26 mmol) in DCM (10 mL) was added 4M HCl in dioxane (1.5 mL, 6.0 mmol) and the resulting mixture stirred at room temperature overnight. The solvent was then removed in vacuo. The residue was purified by preparative HPLC to afford 5-(4-(aminomethyl)phenyl)-2-(2,6-difluorophenyl)oxazole-4-carboxamide (0.0366 g, 0.11 mmol, 43%) as a white solid as the formate salt. 1H NMR (DMSO) 3.95 (2H, s), 7.... Product: NCC1=CC=C(C=C1)C1=C(N=C(O1)C1=C(C=CC=C1F)F)C(=O)N (5-(4-(aminomethyl)phenyl)-2-(2,6-difluorophenyl)oxazole-4-carboxamide). RXN SMILES: [C:1]([C:4]1[N:5]=[C:6]([C:24]2[C:29]([F:30])=[CH:28][CH:27]=[CH:26][C:25]=2[F:31])[O:7][C:8]=1[C:9]1[CH:23]=[CH:22][C:12]([CH2:13][NH:14]C(=O)OC(C)(C)C)=[CH:11][CH:10]=1)(=[O:3])[NH2:2].Cl.O1CCOCC1.C([O-])=O>C(Cl)Cl>[NH2:14][CH2:13][C:12]1[CH:11]=[CH:10][C:9]([C:8]2[O:7][C:6]([C:24]3[C:25]([F:31])=[CH:26][CH:27]=[CH:28][C:29]=3[F:30])=[N:5][C:4]=2[C:1]([NH2:2])=[O:3])=[CH:23][CH:22]=1. Reaction conditions: time 8 hour. Starting materials: C(N)(=O)C=1N=C(OC1C1=CC=C(CNC(OC(C)(C)C)=O)C=C1)C1=C(C=CC=C1F)F (tert-butyl 4-(4-carbamoyl-2-(2,6-difluorophenyl)oxazol-5-yl)benzylcarbamate), Cl (HCl), O1CCOCC1 (dioxane), C(=O)[O-] (formate). The yield is 42.3%. Run in C(Cl)Cl (DCM). Run at time 3 hour. The yield is 64.1%. The reactants are ClC1=CC=C(CC=2N=C(SC2C2=NN(C=N2)COCC[Si](C)(C)C)C=2C(=NN3C2C=CC=C3)C)C=C1 (3-[4-(4-chlorobenzyl)-5-(1-{[2-(trimethylsilyl)ethoxy]methyl}-1H-1,2,4-triazol-3-yl)-1,3-thiazol-2-yl]-2-methylpyrazolo[1,5-a]pyridine), FC(C(=O)O)(F)F (trifluoroacetic acid). Procedure: To a solution of 3-[4-(4-chlorobenzyl)-5-(1-{[2-(trimethylsilyl)ethoxy]methyl}-1H-1,2,4-triazol-3-yl)-1,3-thiazol-2-yl]-2-methylpyrazolo[1,5-a]pyridine (0.182 g, 0.339 mmol) in dichloromethane (3.3 mL) at room temperature was added trifluoroacetic acid (5.1 mL, 66 mmol). The mixture was then stirred at room temperature for 3 hours. The solvent was evaporated and the excess trifluoroacetic acid was removed by azeotroping with toluene. The crude product was purified by column chromatography (SiO2,... RXN SMILES: [Cl:1][C:2]1[CH:36]=[CH:35][C:5]([CH2:6][C:7]2[N:8]=[C:9]([C:25]3[C:26]([CH3:34])=[N:27][N:28]4[CH:33]=[CH:32][CH:31]=[CH:30][C:29]=34)[S:10][C:11]=2[C:12]2[N:16]=[CH:15][N:14](COCC[Si](C)(C)C)[N:13]=2)=[CH:4][CH:3]=1.FC(F)(F)C(O)=O>ClCCl>[Cl:1][C:2]1[CH:3]=[CH:4][C:5]([CH2:6][C:7]2[N:8]=[C:9]([C:25]3[C:26]([CH3:34])=[N:27][N:28]4[CH:33]=[CH:32][CH:31]=[CH:30][C:29]=34)[S:10][C:11]=2[C:12]2[NH:16][CH:15]=[N:14][N:13]=2)=[CH:35][CH:36]=1. Run in ClCCl (dichloromethane). Product: ClC1=CC=C(CC=2N=C(SC2C2=NN=CN2)C=2C(=NN3C2C=CC=C3)C)C=C1 (3-[4-(4-Chlorobenzyl)-5-(4H-1,2,4-triazol-3-yl)-1,3-thiazol-2-yl]-2-methylpyrazolo[1,5-a]pyridine). The reactants are O=C([O-])[O-], c1ccc2c(c1)CCNCC2, CN(C)C=O, CSc1nc(Cl)c(C#N)c(Cl)n1, Cl, [K+], [K+]. The product is CSc1nc(Cl)c(C#N)c(N2CCc3ccccc3CC2)n1. Reaction SMILES: [C:25](=[O:26])([O-:27])[O-:28].[CH2:14]1[CH2:15][NH:16][CH2:17][CH2:18][c:19]2[c:20]1[cH:21][cH:22][cH:23][cH:24]2.[CH3:31][N:32]([CH3:33])[CH:34]=[O:35].[Cl:1][c:2]1[n:3][c:4]([S:11][CH3:12])[n:5][c:6]([Cl:10])[c:7]1[C:8]#[N:9].[ClH:13].[K+:29].[K+:30]>>[c:2]1([N:16]2[CH2:15][CH2:14][c:20]3[c:19]([cH:24][cH:23][cH:22][cH:21]3)[CH2:18][CH2:17]2)[n:3][c:4]([S:11][CH3:12])[n:5][c:6]([Cl:10])[c:7]1[C:8]#[N:9]. Starting materials: O=C([O-])O, CCOCCN, CCO, O=[N+]([O-])c1cccnc1Cl, [Na+]. Product: CCOCCNc1ncccc1[N+](=O)[O-]. RXN SMILES: [C:17](=[O:18])([O-:19])[OH:20].[CH2:11]([CH3:12])[O:13][CH2:14][CH2:15][NH2:16].[CH3:22][CH2:23][OH:24].[Cl:1][c:2]1[n:3][cH:4][cH:5][cH:6][c:7]1[N+:8](=[O:9])[O-:10].[Na+:21]>>[c:2]1([NH:16][CH2:15][CH2:14][O:13][CH2:11][CH3:12])[n:3][cH:4][cH:5][cH:6][c:7]1[N+:8](=[O:9])[O-:10]. The reactants are C(C)(C)(C)OC(N[C@@H]1CC[C@H](CC1)C(N(C)OC)=O)=O (trans-[4-(Methoxy-methyl-carbamoyl)-cyclohexyl]-carbamic acid tert-butyl ester), [H-].[Na+] (NaH), OS(=O)(=O)[O-].[K+] (KHSO4), IC (iodomethane). The solvent is CN(C)C=O (DMF), O.CCOCC (water Et2O). Conditions: temperature 0 celsius, time 1 hour. Yields the product C(C)(C)(C)OC(N(C)[C@@H]1CC[C@H](CC1)C(N(C)OC)=O)=O (trans-[4-(Methoxy-methyl-carbamoyl)-cyclohexyl]-methyl-carbamic acid tert-butyl ester). The yield is 84.0%. As a reaction SMILES: [C:1]([O:5][C:6](=[O:20])[NH:7][C@H:8]1[CH2:13][CH2:12][C@H:11]([C:14](=[O:19])[N:15]([O:17][CH3:18])[CH3:16])[CH2:10][CH2:9]1)([CH3:4])([CH3:3])[CH3:2].[H-].[Na+].I[CH3:24].OS([O-])(=O)=O.[K+]>CN(C=O)C.O.CCOCC>[C:1]([O:5][C:6](=[O:20])[N:7]([C@H:8]1[CH2:13][CH2:12][C@H:11]([C:14](=[O:19])[N:15]([O:17][CH3:18])[CH3:16])[CH2:10][CH2:9]1)[CH3:24])([CH3:4])([CH3:2])[CH3:3] |f:1.2,4.5,7.8|. Procedure: A solution of 24.18 g (82 mmol) of trans-[4-(Methoxy-methyl-carbamoyl)-cyclohexyl]-carbamic acid tert-butyl ester in 80 ml of DMF was treated at 0° C. with 5.37 g (123 mmol) of 55% NaH in small portions. The reaction was stirred for 1 h at 0° C., then treated slowly (20 min) with 40.9 ml (656 mmol) iodomethane and warmed up to RT over night. The reaction is cooled and neutralized with aqueous 10% KHSO4 and poured into water/Et2O (3×). The organic phase was washed with aqueous 10% NaCl, dried ove... Reactants: OC1=CC=C(C=C1)N1C2(CCC2)C(N(C1=S)C=1C=C(C(=NC1)C#N)C(F)(F)F)=O (5-(5-(4-hydroxyphenyl)-8-oxo-6-thioxo-5,7-diazaspiro[3.4]octan-7-yl)-3-(trifluoromethyl)picolinonitrile), OC1=CC=C(C=C1)N1C2(CCC2)C(N(C1=S)C=1C=C(C(=NC1)C#N)C(F)(F)F)=O (5-(5-(4-hydroxyphenyl)-8-oxo-6-thioxo-5,7-diazaspiro[3.4]octan-7-yl)-3-(trifluoromethyl)picolinonitrile), CN1CCC(CC1)O (1-methylpiperidin-4-ol), C1(=CC=CC=C1)P(C1=CC=CC=C1)C1=CC=CC=C1 (triphenylphosphine), N(=NC(=O)OC(C)C)C(=O)OC(C)C (diisopropyl azodicarboxylate), CN1CCC(CC1)O (1-methylpiperidin-4-ol), C1(=CC=CC=C1)P(C1=CC=CC=C1)C1=CC=CC=C1 (triphenylphosphine), N(=NC(=O)OC(C)C)C(=O)OC(C)C (diisopropyl azodicarboxylate). The solvent is C1CCOC1 (THF). Reaction conditions: time 8 hour. The product is CN1CCC(CC1)OC1=CC=C(C=C1)N1C2(CCC2)C(N(C1=S)C=1C=C(C(=NC1)C#N)C(F)(F)F)=O (5-(5-(4-((1-methylpiperidin-4-yl)oxy)phenyl)-8-oxo-6-thioxo-5,7-diazaspiro[3.4]octan-7-yl)-3-(trifluoromethyl)picolinonitrile). The yield is 24.2%. As a reaction SMILES: [OH:1][C:2]1[CH:7]=[CH:6][C:5]([N:8]2[C:15](=[S:16])[N:14]([C:17]3[CH:18]=[C:19]([C:25]([F:28])([F:27])[F:26])[C:20]([C:23]#[N:24])=[N:21][CH:22]=3)[C:13](=[O:29])[C:9]32[CH2:12][CH2:11][CH2:10]3)=[CH:4][CH:3]=1.[CH3:30][N:31]1[CH2:36][CH2:35][CH:34](O)[CH2:33][CH2:32]1.C1(P(C2C=CC=CC=2)C2C=CC=CC=2)C=CC=CC=1.N(C(OC(C)C)=O)=NC(OC(C)C)=O>C1COCC1>[CH3:30][N:31]1[CH2:36][CH2:35][CH:34]([O:1][C:2]2[CH:7]=[CH:6][C:5]([N:8]3[C:15](=[S:16])[N:14]([C:17]4[CH:18]=[C:19]([C:25]([F:28])([F:27])[F:26])[C:20]([C:23]#[N:24])=[N:21][CH:22]=4)[C:13](=[O:29])[C:9]43[CH2:12][CH2:11][CH2:10]4)=[CH:4][CH:3]=2)[CH2:33][CH2:32]1. Reported procedure: To a solution of 5-(5-(4-hydroxyphenyl)-8-oxo-6-thioxo-5,7-diazaspiro[3.4]octan-7-yl)-3-(trifluoromethyl)picolinonitrile (Compound 63, 150 mg, 0.36 mmol), 1-methylpiperidin-4-ol (50 μL, 0.39 mmol), and triphenylphosphine (125 mg, 0.47 mmol) in anhydrous THF (2 mL) was added diisopropyl azodicarboxylate (0.1 mL, 0.47 mmol) and the reaction mixture was stirred at room temperature overnight. Additional 1-methylpiperidin-4-ol (50 μL, 0.39 mmol), triphenylphosphine (125 mg, 0.47 mmol) and diisopropyl...